Dataset: the Open Reaction Database (ORD), a public repository of structured organic reaction records. Task: describe an organic reaction: reactants, conditions, products, and yield Reactants: CCOC(=O)CN1CCC(CN2CCCC(N(Cc3cc(C(F)(F)F)cc(C(F)(F)F)c3)c3nnn(C)n3)c3cc(C)c(C(F)(F)F)cc32)CC1, CO, [Na+], [OH-], O. The product is Cc1cc2c(cc1C(F)(F)F)N(CC1CCN(CC(=O)O)CC1)CCCC2N(Cc1cc(C(F)(F)F)cc(C(F)(F)F)c1)c1nnn(C)n1. As a reaction SMILES: [CH2:1]([CH3:2])[O:3][C:4]([CH2:5][N:6]1[CH2:7][CH2:8][CH:9]([CH2:12][N:13]2[c:14]3[c:15]([cH:42][c:43]([CH3:50])[c:44]([C:46]([F:47])([F:48])[F:49])[cH:45]3)[CH:16]([N:20]([c:21]3[n:22][n:23][n:24]([CH3:26])[n:25]3)[CH2:27][c:28]3[cH:29][c:30]([C:38]([F:39])([F:40])[F:41])[cH:31][c:32]([C:34]([F:35])([F:36])[F:37])[cH:33]3)[CH2:17][CH2:18][CH2:19]2)[CH2:10][CH2:11]1)=[O:51].[CH3:54][OH:55].[Na+:53].[OH-:52].[OH2:56]>>[O:3]=[C:4]([CH2:5][N:6]1[CH2:7][CH2:8][CH:9]([CH2:12][N:13]2[c:14]3[c:15]([cH:42][c:43]([CH3:50])[c:44]([C:46]([F:47])([F:48])[F:49])[cH:45]3)[CH:16]([N:20]([c:21]3[n:22][n:23][n:24]([CH3:26])[n:25]3)[CH2:27][c:28]3[cH:29][c:30]([C:38]([F:39])([F:40])[F:41])[cH:31][c:32]([C:34]([F:35])([F:36])[F:37])[cH:33]3)[CH2:17][CH2:18][CH2:19]2)[CH2:10][CH2:11]1)[OH:51]. Starting materials: CC=1C=C(C=O)C=C(C1O)C (3,5-dimethyl-4-hydroxybenzaldehyde), C1(=CC=CC=C1)S(=O)(=O)CC#N (phenylsulfonly acetonitrile). Product: CC=1C=C(C=C(C1O)C)C=C(C#N)S(=O)(=O)C1=CC=CC=C1 ((3,5-dimethyl-4-hydroxyphenyl)-2-(phenylsulfonyl)acrylonitrile). Reaction SMILES: [CH3:1][C:2]1[CH:3]=[C:4]([CH:7]=[C:8]([CH3:11])[C:9]=1[OH:10])[CH:5]=O.[C:12]1([S:18]([CH2:21][C:22]#[N:23])(=[O:20])=[O:19])[CH:17]=[CH:16][CH:15]=[CH:14][CH:13]=1>>[CH3:1][C:2]1[CH:3]=[C:4]([CH:5]=[C:21]([S:18]([C:12]2[CH:17]=[CH:16][CH:15]=[CH:14][CH:13]=2)(=[O:19])=[O:20])[C:22]#[N:23])[CH:7]=[C:8]([CH3:11])[C:9]=1[OH:10]. Procedure details: M31 was prepared with 3,5-dimethyl-4-hydroxybenzaldehyde and phenylsulfonly acetonitrile under similar conditions as decribed for M26. Starting materials: CON(C(=O)C=1N=CN(C1)C=1C=C(C=CC1)C1=C(C=CC=C1)Cl)C (1-(2′-Chloro-biphenyl-3-yl)-1H-imidazole-4-carboxylic acid methoxy-methyl-amide), S1C=NC=C1 (thiazole). Product: ClC1=C(C=CC=C1)C1=CC(=CC=C1)N1C=NC(=C1)C(=O)C=1SC=CN1 ([1-(2′-Chloro-biphenyl-3-yl)-1H-imidazol-4-yl]-thiazol-2-yl-methanone). Reaction SMILES: CON(C)[C:4]([C:6]1[N:7]=[CH:8][N:9]([C:11]2[CH:12]=[C:13]([C:17]3[CH:22]=[CH:21][CH:20]=[CH:19][C:18]=3[Cl:23])[CH:14]=[CH:15][CH:16]=2)[CH:10]=1)=[O:5].[S:25]1[CH:29]=[CH:28][N:27]=[CH:26]1>>[Cl:23][C:18]1[CH:19]=[CH:20][CH:21]=[CH:22][C:17]=1[C:13]1[CH:14]=[CH:15][CH:16]=[C:11]([N:9]2[CH:10]=[C:6]([C:4]([C:26]3[S:25][CH:29]=[CH:28][N:27]=3)=[O:5])[N:7]=[CH:8]2)[CH:12]=1. Reported procedure: This compound is prepared by method C using compound 12e and thiazole Starting materials: [N+](=O)([O-])C1=C(C=CC(=C1)[N+](=O)[O-])CC(=O)O ((2,4-dinitro-phenyl)-acetic acid), OS(=O)(=O)O (H2SO4), CO (MeOH). Product: COC(CC1=C(C=C(C=C1)[N+](=O)[O-])[N+](=O)[O-])=O ((2,4-dinitro-phenyl)-acetic Acid Methyl Ester). RXN SMILES: [N+:1]([C:4]1[CH:9]=[C:8]([N+:10]([O-:12])=[O:11])[CH:7]=[CH:6][C:5]=1[CH2:13][C:14]([OH:16])=[O:15])([O-:3])=[O:2].OS(O)(=O)=O.[CH3:22]O>>[CH3:22][O:15][C:14](=[O:16])[CH2:13][C:5]1[CH:6]=[CH:7][C:8]([N+:10]([O-:12])=[O:11])=[CH:9][C:4]=1[N+:1]([O-:3])=[O:2]. Reported procedure: To a solution of (2,4-dinitro-phenyl)-acetic acid (5 g) in MeOH (100 mL) was added concentrated H2SO4 (1 mL) and the resulting solution was heated at reflux for overnight. After removing solvent in vacuum, the residue was partitioned between EtOAc and aqueous NaHCO3 (sat.). The organic solution was concentrated in vacuum to give the desired compound which was used without further purification. The reactants are C1(=CC=CC2=CC=CC=C12)C(=O)N1CC(C(C1)C1=CSC=C1)C=O (1-(1-naphthoyl)-3-(SR)-formyl-4-(RS)-(3-thienyl)pyrrolidine), FC(C1=CC=C(C=C1)C1CCNCC1)(F)F (4-(4-trifluoromethylphenyl)piperidine). As a reaction SMILES: [C:1]1([C:11]([N:13]2[CH2:17][CH:16]([C:18]3[CH:22]=[CH:21][S:20][CH:19]=3)[CH:15]([CH:23]=O)[CH2:14]2)=[O:12])[C:10]2[C:5](=[CH:6][CH:7]=[CH:8][CH:9]=2)[CH:4]=[CH:3][CH:2]=1.[F:25][C:26]([F:40])([F:39])[C:27]1[CH:32]=[CH:31][C:30]([CH:33]2[CH2:38][CH2:37][NH:36][CH2:35][CH2:34]2)=[CH:29][CH:28]=1>>[C:1]1([C:11]([N:13]2[CH2:17][CH:16]([C:18]3[CH:22]=[CH:21][S:20][CH:19]=3)[CH:15]([CH2:23][N:36]3[CH2:35][CH2:34][CH:33]([C:30]4[CH:29]=[CH:28][C:27]([C:26]([F:25])([F:39])[F:40])=[CH:32][CH:31]=4)[CH2:38][CH2:37]3)[CH2:14]2)=[O:12])[C:10]2[C:5](=[CH:6][CH:7]=[CH:8][CH:9]=2)[CH:4]=[CH:3][CH:2]=1. The product is C1(=CC=CC2=CC=CC=C12)C(=O)N1CC(C(C1)C1=CSC=C1)CN1CCC(CC1)C1=CC=C(C=C1)C(F)(F)F (1-(1-Naphthoyl)-3-(RS)-(4-(4-trifluoromethylphenyl)piperidinylmethyl)-4-(RS)-(3-thienyl)pyrrolidine). Procedure details: The title compound was prepared from 1-(1-naphthoyl)-3-(SR)-formyl-4-(RS)-(3-thienyl)pyrrolidine (Example 82 and 4-(4-trifluoromethylphenyl)piperidine according to procedures described in Example 1, Step F. 1H NMR (CDCl3) δ7.34 (d, 2H, J=8 Hz), 7.58 (d, 2H, J=8 Hz); Mass Spectrum (CI) m/e=549 (M+1). Reactants: COC=1C=CC2=C(N(C(=N2)COC2=CC=C(CC3C(NC(S3)=O)=O)C=C2)C)C1 (5-[4-(6-methoxy-1-methyl-1H-benzimidazol-2-ylmethoxy)benzyl]thiazolidine-2,4-dione), Cl (hydrochloric acid). Solvent: O1CCOCC1 (1,4-dioxane). Run at time 1 hour. Yields the product Cl.COC=1C=CC2=C(N(C(=N2)COC2=CC=C(CC3C(NC(S3)=O)=O)C=C2)C)C1 (5-[4-(6-Methoxy-1-methyl-1H-benzimidazol-2-ylmethoxy)benzyl]thiazolidine-2,4-dione hydrochloride). RXN SMILES: [CH3:1][O:2][C:3]1[CH:4]=[CH:5][C:6]2[N:10]=[C:9]([CH2:11][O:12][C:13]3[CH:26]=[CH:25][C:16]([CH2:17][CH:18]4[S:22][C:21](=[O:23])[NH:20][C:19]4=[O:24])=[CH:15][CH:14]=3)[N:8]([CH3:27])[C:7]=2[CH:28]=1.[ClH:29]>O1CCOCC1>[ClH:29].[CH3:1][O:2][C:3]1[CH:4]=[CH:5][C:6]2[N:10]=[C:9]([CH2:11][O:12][C:13]3[CH:14]=[CH:15][C:16]([CH2:17][CH:18]4[S:22][C:21](=[O:23])[NH:20][C:19]4=[O:24])=[CH:25][CH:26]=3)[N:8]([CH3:27])[C:7]=2[CH:28]=1 |f:3.4|. Reported procedure: A mixture of 5-[4-(6-methoxy-1-methyl-1H-benzimidazol-2-ylmethoxy)benzyl]thiazolidine-2,4-dione (10.6 g) and 4N hydrochloric acid in 1,4-dioxane (100 ml) was stirred at room temperature for 1 hour. The reaction mixture was concentrated, and to the residue was added ethyl acetate to form a precipitate. The precipitate was collected by filtration and washed with ethyl acetate to afford the title compound (11.0 g).